From a dataset of the Open Reaction Database (ORD), a public repository of structured organic reaction records. describe an organic reaction: reactants, conditions, products, and yield The reactants are CC(C)(C)C1CCC(=O)CC1, COC(=O)C=P(c1ccccc1)(c1ccccc1)c1ccccc1, Cc1ccccc1. Yields the product COC(=O)C=C1CCC(C(C)(C)C)CC1. As a reaction SMILES: [C:1]([CH3:2])([CH3:3])([CH3:4])[CH:5]1[CH2:6][CH2:7][C:8](=[O:11])[CH2:9][CH2:10]1.[CH3:12][O:13][C:14](=[O:15])[CH:16]=[P:17]([c:18]1[cH:19][cH:20][cH:21][cH:22][cH:23]1)([c:24]1[cH:25][cH:26][cH:27][cH:28][cH:29]1)[c:30]1[cH:31][cH:32][cH:33][cH:34][cH:35]1.[CH3:36][c:37]1[cH:38][cH:39][cH:40][cH:41][cH:42]1>>[C:1]([CH3:2])([CH3:3])([CH3:4])[CH:5]1[CH2:6][CH2:7][C:8](=[CH:16][C:14]([O:13][CH3:12])=[O:15])[CH2:9][CH2:10]1.